This data is from the Open Reaction Database (ORD), a public repository of structured organic reaction records. The task is: describe an organic reaction: reactants, conditions, products, and yield Reactants: O=C([O-])O, [Li]CCCC, CCCC[Sn](Cl)(CCCC)CCCC, C1CCOC1, [Na+], c1csc(CN2CCCCC2)n1. The product is CCCC[Sn](CCCC)(CCCC)c1cnc(CN2CCCCC2)s1. As a reaction SMILES: [C:32](=[O:33])([O-:34])[OH:35].[CH2:13]([Li:14])[CH2:15][CH2:16][CH3:17].[CH2:18]([CH2:19][CH2:20][CH3:21])[Sn:22]([CH2:23][CH2:24][CH2:25][CH3:26])([CH2:27][CH2:28][CH2:29][CH3:30])[Cl:31].[CH2:37]1[O:38][CH2:39][CH2:40][CH2:41]1.[Na+:36].[s:1]1[c:2]([CH2:6][N:7]2[CH2:8][CH2:9][CH2:10][CH2:11][CH2:12]2)[n:3][cH:4][cH:5]1>>[s:1]1[c:2]([CH2:6][N:7]2[CH2:8][CH2:9][CH2:10][CH2:11][CH2:12]2)[n:3][cH:4][c:5]1[Sn:22]([CH2:18][CH2:19][CH2:20][CH3:21])([CH2:23][CH2:24][CH2:25][CH3:26])[CH2:27][CH2:28][CH2:29][CH3:30]. Procedure: The title compound is prepared according to process H by applying processing method 2 starting from 5-chloro-3-(4-chlorobutyl)-3-ethyl-6-fluoro-1,3-dihydro-2H-indol-2-one and 1-(2,4-dichlorophenyl)-piperazine. The product is Cl.ClC=1C=C2C(C(NC2=CC1F)=O)(CC)CCCCN1CCN(CC1)C1=C(C=C(C=C1)Cl)Cl (5-Chloro-3-{4-[4-(2,4-dichlorophenyl)-piperazin-1-yl]-butyl}-3-ethyl-6-fluoro-1,3-dihydro-2H-indol-2-one monohydrochloride). The reactants are ClC=1C=C2C(C(NC2=CC1F)=O)(CC)CCCCCl (5-chloro-3-(4-chlorobutyl)-3-ethyl-6-fluoro-1,3-dihydro-2H-indol-2-one), ClC1=C(C=CC(=C1)Cl)N1CCNCC1 (1-(2,4-dichlorophenyl)-piperazine). Reaction SMILES: [Cl:1][C:2]1[CH:3]=[C:4]2[C:8](=[CH:9][C:10]=1[F:11])[NH:7][C:6](=[O:12])[C:5]2([CH2:15][CH2:16][CH2:17][CH2:18]Cl)[CH2:13][CH3:14].[Cl:20][C:21]1[CH:26]=[C:25]([Cl:27])[CH:24]=[CH:23][C:22]=1[N:28]1[CH2:33][CH2:32][NH:31][CH2:30][CH2:29]1>>[ClH:1].[Cl:1][C:2]1[CH:3]=[C:4]2[C:8](=[CH:9][C:10]=1[F:11])[NH:7][C:6](=[O:12])[C:5]2([CH2:15][CH2:16][CH2:17][CH2:18][N:31]1[CH2:30][CH2:29][N:28]([C:22]2[CH:23]=[CH:24][C:25]([Cl:27])=[CH:26][C:21]=2[Cl:20])[CH2:33][CH2:32]1)[CH2:13][CH3:14] |f:2.3|. Starting materials: O1N=CC=CC2=C1C=CC=C2 (benzoxazepine), Cl.NN1CCOC(C2=C1C=CC=C2)C (1-amino-1,2,3,5-tetrahydro-5-methyl-4,1-benzoxazepine hydrochloride), Cl.N1CCC(CC1)=O (4-piperidone hydrochloride). Yields the product Cl.CC1OCCN2C3=C1C=CC=C3C3=C2CCNC3 ((±)-1,2,8,9,10,11-hexahydro-4-methyl-4H-pyrido[3',4':4,5]pyrrolo[3,2,1-jk][4,1]benzoxazepine hydrochloride). RXN SMILES: O1C2C=CC=[CH:11][C:6]=2[CH:5]=[CH:4][CH:3]=[N:2]1.[ClH:12].N[N:14]1[C:20]2[CH:21]=[CH:22][CH:23]=[CH:24][C:19]=2[CH:18]([CH3:25])[O:17][CH2:16][CH2:15]1.Cl.N1CCC(=O)CC1>>[ClH:12].[CH3:25][CH:18]1[C:19]2[CH:24]=[CH:23][CH:22]=[C:21]3[C:4]4[CH2:3][NH:2][CH2:11][CH2:6][C:5]=4[N:14]([C:20]=23)[CH2:15][CH2:16][O:17]1 |f:1.2,3.4,5.6|. Procedure details: According to the procedure described in Example 1, the appropriate benzoxazepine is converted to 1-amino-1,2,3,5-tetrahydro-5-methyl-4,1-benzoxazepine hydrochloride, m.p. 198°-200°, which is reacted with 4-piperidone hydrochloride to yield the title compound, m.p. 285°-286° (dec.).